From a dataset of the Open Reaction Database (ORD), a public repository of structured organic reaction records. describe an organic reaction: reactants, conditions, products, and yield Starting materials: C(C)OC(C(CN(CC(C(=O)OCC)Br)S(=O)(=O)C1=CC=CC=C1)Br)=O ((SR)-3-[benzenesulfonyl-((SR)-2-bromo-2-ethoxycarbonyl-ethyl)-amino]-2-bromo-propionic acid ethyl ester), C(C1=CC=CC=C1)N (benzylamine). Run in C1(=CC=CC=C1)C (toluene). Conditions: temperature 90 celsius, time 1.5 hour. Product: C(C)OC(=O)C1N(C(CN(C1)S(=O)(=O)C1=CC=CC=C1)C(=O)OCC)CC1=CC=CC=C1 ((2SR,6SR)-4-Benzenesulfonyl-1-benzyl-piperazine-2,6-dicarboxylic acid diethyl ester). Isolated yield 56.7%. As a reaction SMILES: [CH2:1]([O:3][C:4](=[O:26])[CH:5](Br)[CH2:6][N:7]([S:16]([C:19]1[CH:24]=[CH:23][CH:22]=[CH:21][CH:20]=1)(=[O:18])=[O:17])[CH2:8][CH:9](Br)[C:10]([O:12][CH2:13][CH3:14])=[O:11])[CH3:2].[CH2:27]([NH2:34])[C:28]1[CH:33]=[CH:32][CH:31]=[CH:30][CH:29]=1>C1(C)C=CC=CC=1>[CH2:1]([O:3][C:4]([CH:5]1[CH2:6][N:7]([S:16]([C:19]2[CH:24]=[CH:23][CH:22]=[CH:21][CH:20]=2)(=[O:18])=[O:17])[CH2:8][CH:9]([C:10]([O:12][CH2:13][CH3:14])=[O:11])[N:34]1[CH2:27][C:28]1[CH:33]=[CH:32][CH:31]=[CH:30][CH:29]=1)=[O:26])[CH3:2]. Procedure: To a solution of (SR)-3-[benzenesulfonyl-((SR)-2-bromo-2-ethoxycarbonyl-ethyl)-amino]-2-bromo-propionic acid ethyl ester (CAS 58661-68-0) (13.8 g, 26.8 mmol) in toluene (54 ml) was added benzylamine (8.81 ml, 80.4 mmol) and the mixture was stirred at 90° C. for 1.5 h. Cooled to 23° C., filtered the solid off, washed with toluene and the filtrate was evaporated to leave a crude product which was purified by silica gel column chromatography with tert-butyl methyl ether and n-heptane 3:7 to give th... Starting materials: ClC1=CC=C(C=C1)CNC(=O)C=1C=NC2=CC(=CC=C2C1O)I (N-[(4-Chlorophenyl)methyl]-4-hydroxy-7-iodo-3-quinolinecarboxamide), C(C#C)O (propargyl alcohol). Reagents/catalysts: [Cu](I)I (copper iodide), Cl[Pd]([P](C1=CC=CC=C1)(C2=CC=CC=C2)C3=CC=CC=C3)([P](C4=CC=CC=C4)(C5=CC=CC=C5)C6=CC=CC=C6)Cl (dichlorobis(triphenylphosphine)palladium). The solvent is C(C)NCC (diethylamine). Run at time 8 hour. The product is ClC1=CC=C(CNC(=O)C=2C=NC3=CC(=CC=C3C2O)C#CCO)C=C1 (N-(4-Chlorobenzyl)-4-hydroxy-7-(3-hydroxy-1-propynyl)-3-quinolinecarboxamide). As a reaction SMILES: [Cl:1][C:2]1[CH:7]=[CH:6][C:5]([CH2:8][NH:9][C:10]([C:12]2[CH:13]=[N:14][C:15]3[C:20]([C:21]=2[OH:22])=[CH:19][CH:18]=[C:17](I)[CH:16]=3)=[O:11])=[CH:4][CH:3]=1.[CH2:24]([OH:27])[C:25]#[CH:26]>C(NCC)C.[Cu](I)I.Cl[Pd](Cl)([P](C1C=CC=CC=1)(C1C=CC=CC=1)C1C=CC=CC=1)[P](C1C=CC=CC=1)(C1C=CC=CC=1)C1C=CC=CC=1>[Cl:1][C:2]1[CH:7]=[CH:6][C:5]([CH2:8][NH:9][C:10]([C:12]2[CH:13]=[N:14][C:15]3[C:20]([C:21]=2[OH:22])=[CH:19][CH:18]=[C:17]([C:26]#[C:25][CH2:24][OH:27])[CH:16]=3)=[O:11])=[CH:4][CH:3]=1 |^1:38,57|. Procedure: To a mixture of the title compound of Example 39 (0.439 g), copper iodide (0.010 g) and dichlorobis(triphenylphosphine)palladium (II) (0.035 g) in 15 mL diethylamine is added propargyl alcohol (0.058 mL). The reaction is allowed to stir overnight. The solvents are evaporated and the residue is chromatographed on silica, eluting with 3% MeOH/CH2Cl2 to yield 0.271 g of the desired product as a tan solid. Reactants: CN(CCCC(C#N)C1=CC(=CC=C1)OC)C (α-[3-(dimethylamino)propyl]-3-methoxybenzeneacetonitrile), C(C)(C)=C(C(=O)OCC)C(=O)OCC (diethyl isopropylidenemalonate), Cl (hydrochloric acid), C(C)(C)[N-]C(C)C.[Li+] (lithium diisopropylamide), solution. Reaction conditions: temperature -50 celsius, time 30 minute. Procedure: A nitrogen atmosphere was applied to a reaction vessel and 50 ml of dry tetrahydrofuran is added. The solvent was cooled to less than −40° C. and 32 mmoles of lithium diisopropylamide in tetrahydrofuranne-heptane was added (16 ml of a 2 M solution). A solution of 6.97 g (30 mmoles) of α-[3-(dimethylamino)propyl]-3-methoxybenzeneacetonitrile in 30 ml of tetrahydrofuran was added at less than −20° C. and left at this temperature for 30 min. The mixture was then cooled to −50° C. and a solution of ... Solvent: O1CCCC1 (tetrahydrofuran), O1CCCC1 (tetrahydrofuran), O1CCCC1 (tetrahydrofuran), O (water), C1CCOC1.CCCCCCC (tetrahydrofuranne heptane). Yields the product Cl.C(#N)C(C(C)(C)C(C(=O)OCC)C(=O)OCC)(CCCN(C)C)C1=CC(=CC=C1)OC (diethyl 2-[2-cyano-5-(dimethylamino)-2-(3-methoxy-phenyl)-1,1-dimethylpentyl]propanedioate, monohydrochloride). RXN SMILES: C([N-]C(C)C)(C)C.[Li+].[CH3:9][N:10]([CH3:25])[CH2:11][CH2:12][CH2:13][CH:14]([C:17]1[CH:22]=[CH:21][CH:20]=[C:19]([O:23][CH3:24])[CH:18]=1)[C:15]#[N:16].[C:26](=[C:29]([C:35]([O:37][CH2:38][CH3:39])=[O:36])[C:30]([O:32][CH2:33][CH3:34])=[O:31])([CH3:28])[CH3:27].[ClH:40]>C1COCC1.CCCCCCC.O1CCCC1.O>[ClH:40].[C:15]([C:14]([C:17]1[CH:22]=[CH:21][CH:20]=[C:19]([O:23][CH3:24])[CH:18]=1)([CH2:13][CH2:12][CH2:11][N:10]([CH3:9])[CH3:25])[C:26]([CH:29]([C:35]([O:37][CH2:38][CH3:39])=[O:36])[C:30]([O:32][CH2:33][CH3:34])=[O:31])([CH3:27])[CH3:28])#[N:16] |f:0.1,5.6,9.10|. Reactants: CC(=O)CC(=O)OCc1ccccc1, O=Cc1ccc2c(c1)OCO2, C1CCNCC1, CC(=O)O, CC(C)O. Yields the product CC(=O)C(=Cc1ccc2c(c1)OCO2)C(=O)OCc1ccccc1. Reaction SMILES: [C:12]([CH2:13][C:14](=[O:15])[CH3:16])(=[O:17])[O:18][CH2:19][c:20]1[cH:21][cH:22][cH:23][cH:24][cH:25]1.[CH2:1]1[O:2][c:3]2[cH:4][c:5]([CH:6]=[O:7])[cH:8][cH:9][c:10]2[O:11]1.[CH2:26]1[CH2:27][CH2:28][NH:29][CH2:30][CH2:31]1.[CH3:32][C:33](=[O:34])[OH:35].[CH3:36][CH:37]([OH:38])[CH3:39]>>[CH2:1]1[O:2][c:3]2[cH:4][c:5]([CH:6]=[C:13]([C:12](=[O:17])[O:18][CH2:19][c:20]3[cH:21][cH:22][cH:23][cH:24][cH:25]3)[C:14](=[O:15])[CH3:16])[cH:8][cH:9][c:10]2[O:11]1. The reactants are CC(=O)c1sccc1CN1C(=O)C(NC(=O)OC(C)(C)C)N=C(C(C)C)c2ccccc21, CCOC(C)=O, Cl. Product: CC(=O)c1sccc1CN1C(=O)C(N)N=C(C(C)C)c2ccccc21. As a reaction SMILES: [C:1]([CH3:2])(=[O:3])[c:4]1[s:5][cH:6][cH:7][c:8]1[CH2:9][N:10]1[C:11](=[O:32])[CH:12]([NH:24][C:25]([O:26][C:27]([CH3:28])([CH3:29])[CH3:30])=[O:31])[N:13]=[C:14]([CH:21]([CH3:22])[CH3:23])[c:15]2[c:16]1[cH:17][cH:18][cH:19][cH:20]2.[CH3:34][CH2:35][O:36][C:37](=[O:38])[CH3:39].[ClH:33]>>[C:1]([CH3:2])(=[O:3])[c:4]1[s:5][cH:6][cH:7][c:8]1[CH2:9][N:10]1[C:11](=[O:32])[CH:12]([NH2:24])[N:13]=[C:14]([CH:21]([CH3:22])[CH3:23])[c:15]2[c:16]1[cH:17][cH:18][cH:19][cH:20]2. The reactants are [BH4-], COCCOC, Cc1ccccc1, CC(C)=O, COCCOC, Cl, Cl, [Na+], [Na+], [OH-], O, O=C(O)Cc1ccc2sccc2c1. The product is OCCc1ccc2sccc2c1. Reaction SMILES: [BH4-:1].[CH3:16][O:17][CH2:18][CH2:19][O:20][CH3:21].[CH3:26][c:27]1[cH:28][cH:29][cH:30][cH:31][cH:32]1.[CH3:34][C:35](=[O:36])[CH3:37].[CH3:38][O:39][CH2:40][CH2:41][O:42][CH3:43].[ClH:22].[ClH:23].[Na+:25].[Na+:2].[OH-:24].[OH2:33].[s:3]1[cH:4][cH:5][c:6]2[c:7]1[cH:8][cH:9][c:10]([CH2:12][C:13](=[O:14])[OH:15])[cH:11]2>>[s:3]1[cH:4][cH:5][c:6]2[c:7]1[cH:8][cH:9][c:10]([CH2:12][CH2:13][OH:14])[cH:11]2. The reactants are ice, CC(CCC(=O)OCC)=C (ethyl 4-methyl-4-pentenoate), [N+](=[N-])=C (diazomethane). The reagents and catalysts are C(C)(=O)[O-].[Pd+2].C(C)(=O)[O-] (palladium(II) acetate). Run in CCOCC (Et2O). The product is CC1(CC1)CCC(=O)OCC (ethyl 3-(1-methylcyclopropyl)propanoate). RXN SMILES: [CH3:1][C:2](=[CH2:10])[CH2:3][CH2:4][C:5]([O:7][CH2:8][CH3:9])=[O:6].[N+](=[CH2:13])=[N-]>CCOCC.C([O-])(=O)C.[Pd+2].C([O-])(=O)C>[CH3:10][C:2]1([CH2:3][CH2:4][C:5]([O:7][CH2:8][CH3:9])=[O:6])[CH2:13][CH2:1]1 |f:3.4.5|. Reported procedure: To an ice cold solution of ethyl 4-methyl-4-pentenoate (1.11 g, 7.8 mmol) in 0.5 M diazomethane in Et2O, was added palladium(II) acetate by portionwise addition (4 portions of 5 mg each were added in 15 min intervals). A total of 4 portions were added. The reaction mixture was filtered on a pad of celite and concentrated under 60 mm Hg with gentle warming. This crude product was treated a second time with diazomethane and palladium(II) acetate, filtered and concentrated. The resulting oil was fi...